From a dataset of the Open Reaction Database (ORD), a public repository of structured organic reaction records. describe an organic reaction: reactants, conditions, products, and yield Reactants: O=[N+]([O-])c1cc(Br)cc(CBr)c1, CN(C)C=O, [H-], [Na+], O, CC(C)(C)OC(=O)N1CCC(CO)(c2ccccc2)CC1. Product: CC(C)(C)OC(=O)N1CCC(COCc2cc(Br)cc([N+](=O)[O-])c2)(c2ccccc2)CC1. Reaction SMILES: [Br:1][c:2]1[cH:3][c:4]([CH2:11][Br:12])[cH:5][c:6]([N+:8](=[O:9])[O-:10])[cH:7]1.[CH3:36][N:37]([CH3:38])[CH:39]=[O:40].[H-:34].[Na+:35].[OH2:41].[OH:13][CH2:14][C:15]1([c:28]2[cH:29][cH:30][cH:31][cH:32][cH:33]2)[CH2:16][CH2:17][N:18]([C:21](=[O:22])[O:23][C:24]([CH3:25])([CH3:26])[CH3:27])[CH2:19][CH2:20]1>>[Br:1][c:2]1[cH:3][c:4]([CH2:11][O:13][CH2:14][C:15]2([c:28]3[cH:29][cH:30][cH:31][cH:32][cH:33]3)[CH2:16][CH2:17][N:18]([C:21](=[O:22])[O:23][C:24]([CH3:25])([CH3:26])[CH3:27])[CH2:19][CH2:20]2)[cH:5][c:6]([N+:8](=[O:9])[O-:10])[cH:7]1. Starting materials: CO, CC(N=[N+]=[N-])c1ccc(F)cn1. The product is CC(N)c1ccc(F)cn1. RXN SMILES: [CH3:13][OH:14].[N:1](=[N+:2]=[N-:3])[CH:4]([CH3:5])[c:6]1[n:7][cH:8][c:9]([F:12])[cH:10][cH:11]1>>[NH2:1][CH:4]([CH3:5])[c:6]1[n:7][cH:8][c:9]([F:12])[cH:10][cH:11]1. Reactants: m-DHP, C(C)(C)C1=C(C=CC=C1)C(C)C (diisopropylbenzene), [O-]O (hydroperoxide), C1(O)=CC(O)=CC=C1 (resorcinol), dihydroperoxides, hydroxyhydroperoxides, C(C)(C)C1=C(C=CC=C1)C(C)C (diisopropylbenzene), C1(O)=CC(O)=CC=C1 (resorcinol), m-DHP. Product: C(C)(C)C1=CC(=CC=C1)C(C)C (m-diisopropylbenzene). As a reaction SMILES: C([C:4]1[CH:9]=[CH:8][CH:7]=[CH:6][C:5]=1[CH:10]([CH3:12])[CH3:11])(C)C.[C:13]1([CH:20]=CC=C(O)[CH:15]=1)O.[O-]O>>[CH:10]([C:5]1[CH:4]=[CH:9][CH:8]=[C:7]([CH:13]([CH3:20])[CH3:15])[CH:6]=1)([CH3:11])[CH3:12]. Procedure details: By well-known processes, diisopropylbenzene (DIPB) is oxidized to produce, among other products, the dihydroperoxides (DHP) and hydroxyhydroperoxides (HHP) of diisopropylbenzene, for the preparation of resorcinol. Almost all acid-catalyzed decompositions of m-DHP to resorcinol require the use of pure m-DHP. For example, U.S. Pat. No. 3,928,469 disclosed that a crude hydroperoxide mixture which is obtained from the oxidation product of m-diisopropylbenzene, and which has a composition consisting ... Starting materials: C(C)(=O)OCC (ethyl acetate), [F-].C(CCC)[N+](CCCC)(CCCC)CCCC (tetrabutylammonium fluoride), solution, O1OCC2=C1C=CC(=C2)C2=CC=C1C(=NN(C1=C2)OCOCC[Si](C)(C)C)NC(CCC)=O (N-[6-(benzodioxol-5-yl)-1-[[2-(trimethylsilyl)ethoxy]methoxy]-1H-indazol-3-yl]butanamide). Reaction SMILES: [F-].C([N+](CCCC)(CCCC)CCCC)CCC.[O:19]1[C:23]2[CH:24]=[CH:25][C:26]([C:28]3[CH:36]=[C:35]4[C:31]([C:32]([NH:46][C:47](=[O:51])[CH2:48][CH2:49][CH3:50])=[N:33][N:34]4OCOCC[Si](C)(C)C)=[CH:30][CH:29]=3)=[CH:27][C:22]=2CO1.[C:52](OCC)(=[O:54])C>O1CCCC1>[O:19]1[C:23]2[CH:24]=[CH:25][C:26]([C:28]3[CH:36]=[C:35]4[C:31]([C:32]([NH:46][C:47](=[O:51])[CH2:48][CH2:49][CH3:50])=[N:33][NH:34]4)=[CH:30][CH:29]=3)=[CH:27][C:22]=2[O:54][CH2:52]1 |f:0.1|. The solvent is O1CCCC1 (tetrahydrofuran), O1CCCC1 (tetrahydrofuran). Reaction conditions: temperature 67 celsius. The product is O1COC2=C1C=CC(=C2)C2=CC=C1C(=NNC1=C2)NC(CCC)=O (N-[6-(1,3-benzodioxol-5-yl)-1H-indazol-3-yl]butanamide). Procedure details: 2 cm3 of tetrabutylammonium fluoride as a 1M solution in tetrahydrofuran are added to 600 mg of N-[6-(benzodioxol-5-yl)-1-[[2-(trimethylsilyl)ethoxy]methoxy]-1H-indazol-3-yl]butanamide, described previously, in 12 cm3 of tetrahydrofuran. The medium is then maintained at 67° C. for 16 hours. The mixture is then allowed to return to 19° C. and 60 μm3 of ethyl acetate are added, after which it is washed with 30 cm3 of saturated aqueous sodium hydrogen carbonate solution and then with 2×30 cm3 of di...